From a dataset of the Open Reaction Database (ORD), a public repository of structured organic reaction records. describe an organic reaction: reactants, conditions, products, and yield Reactants: C(C=C)OC=1C=C(OC2=CC=C(C=O)C=C2)C=CC1CC (4-(3-(allyloxy)-4-ethylphenoxy)benzaldehyde), CC1=C(N)C=CC=C1[N+](=O)[O-] (2-methyl-3-nitroaniline). Yields the product C(C=C)OC=1C=C(OC2=CC=C(CNC3=C(C(=CC=C3)[N+](=O)[O-])C)C=C2)C=CC1CC (N-(4-(3-(allyloxy)-4-ethylphenoxy)benzyl)-N-(2-methyl-3-nitrophenyl)amine). RXN SMILES: [CH2:1]([O:4][C:5]1[CH:6]=[C:7]([CH:17]=[CH:18][C:19]=1[CH2:20][CH3:21])[O:8][C:9]1[CH:16]=[CH:15][C:12]([CH:13]=O)=[CH:11][CH:10]=1)[CH:2]=[CH2:3].[CH3:22][C:23]1[C:29]([N+:30]([O-:32])=[O:31])=[CH:28][CH:27]=[CH:26][C:24]=1[NH2:25]>>[CH2:1]([O:4][C:5]1[CH:6]=[C:7]([CH:17]=[CH:18][C:19]=1[CH2:20][CH3:21])[O:8][C:9]1[CH:16]=[CH:15][C:12]([CH2:13][NH:25][C:24]2[CH:26]=[CH:27][CH:28]=[C:29]([N+:30]([O-:32])=[O:31])[C:23]=2[CH3:22])=[CH:11][CH:10]=1)[CH:2]=[CH2:3]. Reported procedure: The product from Example 236C and 2-methyl-3-nitroaniline were processed as in Example 6A to provide the titled compound. MS (ESI−) m/z 423 (M−H)−. Reactants: CSc1cc(O)c(Cl)cc1[N+](=O)[O-], [Na+], [OH-], O. Yields the product CSc1cc(O)c(Cl)cc1N. Reaction SMILES: [Cl:1][c:2]1[cH:3][c:4]([N+:11]([O-:12])=[O:13])[c:5]([S:9][CH3:10])[cH:6][c:7]1[OH:8].[Na+:15].[OH-:14].[OH2:16]>>[Cl:1][c:2]1[cH:3][c:4]([NH2:11])[c:5]([S:9][CH3:10])[cH:6][c:7]1[OH:8].